From a dataset of the Open Reaction Database (ORD), a public repository of structured organic reaction records. describe an organic reaction: reactants, conditions, products, and yield Reported procedure: A 7.04 g amount of 3-dimethylamino-1-(3-pyridinyl)-2-propen-1-one (U.S. Pat. No. 4,281,000) and 18.72 g of [3-(trifluoromethyl)phenyl]guanidine carbonate in 500 ml of n-propanol was heated at reflux temperature for 16 hours. The solvent was evaporated to near dryness, then water was added and the precipitate which formed was collected by filtration, then recrystallized from hexane to give 5.55 g of the desired product, mp 170°-171° C. As a reaction SMILES: CN(C)[CH:3]=[CH:4][C:5]([C:7]1[CH:8]=[N:9][CH:10]=[CH:11][CH:12]=1)=O.C(=O)(O)O.[F:18][C:19]([F:31])([F:30])[C:20]1[CH:21]=[C:22]([NH:26][C:27]([NH2:29])=[NH:28])[CH:23]=[CH:24][CH:25]=1>C(O)CC>[N:9]1[CH:10]=[CH:11][CH:12]=[C:7]([C:5]2[CH:4]=[CH:3][N:29]=[C:27]([NH:26][C:22]3[CH:23]=[CH:24][CH:25]=[C:20]([C:19]([F:30])([F:31])[F:18])[CH:21]=3)[N:28]=2)[CH:8]=1 |f:1.2|. Reactants: CN(C=CC(=O)C=1C=NC=CC1)C (3-dimethylamino-1-(3-pyridinyl)-2-propen-1-one), C(O)(O)=O.FC(C=1C=C(C=CC1)NC(=N)N)(F)F ([3-(trifluoromethyl)phenyl]guanidine carbonate). Yields the product N1=CC(=CC=C1)C1=NC(=NC=C1)NC1=CC(=CC=C1)C(F)(F)F (4-(3-Pyridinyl)-N-[3-(trifluoromethyl)phenyl]-2-pyrimidinamine). Solvent: C(CC)O (n-propanol). Reactants: C1(CCC1)[C@@H](C1=CC(=CC=C1)F)NC(=O)C(C(C)=O)C1=C(C(=O)O)C(=CC(=C1)F)F (2-(1-{[(S)-Cyclobutyl-(3-fluoro-phenyl)-methyl]-carbamoyl}-2-oxo-propyl)-4,6-difluoro-benzoic acid), NC=1C=NC=CC1 (3-aminopyridine). Product: C1(CCC1)[C@@H](C1=CC(=CC=C1)F)NC(=O)C1=C(N(C(C2=C(C=C(C=C12)F)F)=O)C=1C=NC=CC1)C (6,8-Difluoro-3-methyl-1-oxo-2-pyridin-3-yl-1,2-dihydro-isoquinoline-4-carboxylic acid [(S)-cyclobutyl-(3-fluoro-phenyl)-methyl]-amide). As a reaction SMILES: [CH:1]1([C@H:5]([NH:13][C:14]([CH:16]([C:20]2[CH:28]=[C:27]([F:29])[CH:26]=[C:25]([F:30])[C:21]=2[C:22]([OH:24])=O)[C:17](=O)[CH3:18])=[O:15])[C:6]2[CH:11]=[CH:10][CH:9]=[C:8]([F:12])[CH:7]=2)[CH2:4][CH2:3][CH2:2]1.[NH2:31][C:32]1[CH:33]=[N:34][CH:35]=[CH:36][CH:37]=1>>[CH:1]1([C@H:5]([NH:13][C:14]([C:16]2[C:20]3[C:21](=[C:25]([F:30])[CH:26]=[C:27]([F:29])[CH:28]=3)[C:22](=[O:24])[N:31]([C:32]3[CH:33]=[N:34][CH:35]=[CH:36][CH:37]=3)[C:17]=2[CH3:18])=[O:15])[C:6]2[CH:11]=[CH:10][CH:9]=[C:8]([F:12])[CH:7]=2)[CH2:2][CH2:3][CH2:4]1. Procedure: The title compound was prepared analogously from 2-(1-{[(S)-Cyclobutyl-(3-fluoro-phenyl)-methyl]-carbamoyl}-2-oxo-propyl)-4,6-difluoro-benzoic acid and 3-aminopyridine (acetonitrile 90° C., 16 hours). LC-MS (m/z) 478.1 (MH+); tR=1.27. The reactants are COC(=O)[C@H]1C[C@@H](CC1)NC([C@H](C)NC(=O)C1=CN=C2N1[C@](C(N2C2=CC(=CC(=C2)Cl)Cl)=O)(C)CC2=CC=C(C=C2)C#N)=O ((1R,3R)-3-((S)-2-{[(R)-5-(4-cyano-benzyl)-7-(3,5-dichloro-phenyl)-5-methyl-6-oxo-6,7-dihydro-5H-imidazo[1,2-a]imidazole-3-carbonyl]-amino}-propionylamino)-cyclopentanecarboxylic acid methyl ester), Cl (HCl), O1CCOCC1 (1,4-dioxane), Cl (HCl). Reaction conditions: temperature 100 celsius, time 1 hour. Product: C(#N)C1=CC=C(C[C@@]2(C(N(C=3N2C(=CN3)C(=O)N[C@H](C(=O)N[C@H]3C[C@@H](CC3)C(=O)O)C)C3=CC(=CC(=C3)Cl)Cl)=O)C)C=C1 ((1R,3R)-3-((S)-2-{[(R)-5-(4-Cyano-benzyl)-7-(3,5-dichloro-phenyl)-5-methyl-6-oxo-6,7-dihydro-5H-imidazo[1,2-a]imidazole-3-carbonyl]-amino}-propionylamino)-cyclopentanecarboxylic acid). Isolated yield 61.2%. As a reaction SMILES: C[O:2][C:3]([C@@H:5]1[CH2:9][CH2:8][C@@H:7]([NH:10][C:11](=[O:44])[C@@H:12]([NH:14][C:15]([C:17]2[N:21]3[C@@:22]([CH2:35][C:36]4[CH:41]=[CH:40][C:39]([C:42]#[N:43])=[CH:38][CH:37]=4)([CH3:34])[C:23](=[O:33])[N:24]([C:25]4[CH:30]=[C:29]([Cl:31])[CH:28]=[C:27]([Cl:32])[CH:26]=4)[C:20]3=[N:19][CH:18]=2)=[O:16])[CH3:13])[CH2:6]1)=[O:4].Cl.O1CCOCC1>>[C:42]([C:39]1[CH:40]=[CH:41][C:36]([CH2:35][C@@:22]2([CH3:34])[N:21]3[C:17]([C:15]([NH:14][C@@H:12]([CH3:13])[C:11]([NH:10][C@@H:7]4[CH2:8][CH2:9][C@@H:5]([C:3]([OH:4])=[O:2])[CH2:6]4)=[O:44])=[O:16])=[CH:18][N:19]=[C:20]3[N:24]([C:25]3[CH:30]=[C:29]([Cl:31])[CH:28]=[C:27]([Cl:32])[CH:26]=3)[C:23]2=[O:33])=[CH:37][CH:38]=1)#[N:43]. Procedure: To (1R,3R)-3-((S)-2-{[(R)-5-(4-cyano-benzyl)-7-(3,5-dichloro-phenyl)-5-methyl-6-oxo-6,7-dihydro-5H-imidazo[1,2-a]imidazole-3-carbonyl]-amino}-propionylamino)-cyclopentanecarboxylic acid methyl ester (35.1 mg, 0.055 mmol) were added 1N HCl in 1,4-dioxane (1 mL, 1 mmol) and 1N HCl (0.5 mL, 0.5 mmol). The reaction tube was sealed and the reaction solution was stirred at 100° C. for 1 h. The reaction solution was then cooled to room temperature, filtered, and was purified by reverse phase HPLC to af... Reactants: CCOC(=O)c1c(C)n(-c2ccccc2)c(=O)c2c(C)cccc12, CS(C)=O, [Na+], [OH-], O. Yields the product Cc1cccc2c(C(=O)O)c(C)n(-c3ccccc3)c(=O)c12. RXN SMILES: [CH2:1]([CH3:2])[O:3][C:4](=[O:5])[c:6]1[c:7]([CH3:24])[n:8](-[c:18]2[cH:19][cH:20][cH:21][cH:22][cH:23]2)[c:9](=[O:17])[c:10]2[c:11]([CH3:16])[cH:12][cH:13][cH:14][c:15]12.[CH3:27][S:28]([CH3:29])=[O:30].[Na+:26].[OH-:25].[OH2:31]>>[O:3]=[C:4]([OH:5])[c:6]1[c:7]([CH3:24])[n:8](-[c:18]2[cH:19][cH:20][cH:21][cH:22][cH:23]2)[c:9](=[O:17])[c:10]2[c:11]([CH3:16])[cH:12][cH:13][cH:14][c:15]12. Reactants: COC=1C=C2C(=C(N(C2=CC1)C)C(=O)O)SC (5-methoxy-1-methyl-3-(methylthio)-1H-indole-2-carboxylic acid), CN (methylamine), [OH-].[NH4+] (ammonium hydroxide). The product is CNC(=O)C=1N(C2=CC=C(C=C2C1SC)OC)C (N, 1-Dimethyl-5-methoxy-3-(methylthio)-1H-indole-2-carboxamide). The yield is 45.0%. RXN SMILES: [CH3:1][O:2][C:3]1[CH:4]=[C:5]2[C:9](=[CH:10][CH:11]=1)[N:8]([CH3:12])[C:7]([C:13](O)=[O:14])=[C:6]2[S:16][CH3:17].[CH3:18][NH2:19].[OH-].[NH4+]>>[CH3:18][NH:19][C:13]([C:7]1[N:8]([CH3:12])[C:9]2[C:5]([C:6]=1[S:16][CH3:17])=[CH:4][C:3]([O:2][CH3:1])=[CH:11][CH:10]=2)=[O:14] |f:2.3|. Procedure: Prepared from 5-methoxy-1-methyl-3-(methylthio)-1H-indole-2-carboxylic acid by the procedure of Example 1 with 40% aqueous methylamine solution substituted for ammonium hydroxide. Yield 45% after recrystallization from ethyl acetate-hexane; mp 137°-139° C.